Dataset: the Open Reaction Database (ORD), a public repository of structured organic reaction records. Task: describe an organic reaction: reactants, conditions, products, and yield Starting materials: COC=1C=C(C=CC1)C(=O)N=C=S (3-methoxy-1-benzenecarbonyl isothiocyanate), COC=1C=C(C=CC1)C(=O)Cl (3-methoxy-1-benzenecarbonyl chloride), COC=1C=C2C(=CC=NC2=CC1OC)OC1=C(C=C(N)C=C1)F (4-[(6,7-Dimethoxy-4-quinolyl)oxy]-3-fluoroaniline). The solvent is C(C)O (ethanol), C(C)O (ethanol), C1(=CC=CC=C1)C (toluene). Reaction conditions: time 2 hour. The product is COC=1C=C(C=CC1)C(=O)N=C=S (3-Methoxy-1-benzenecarbonyl isothiocyanate), COC=1C=C2C(=CC=NC2=CC1OC)OC1=C(C=C(C=C1)NC(=S)NC(C1=CC(=CC=C1)OC)=O)F (N-{4-[(6,7-Dimethoxy-4-quinolyl)oxy]3-fluorophenyl}-N′-(3-methoxybenzoyl)thiourea). Yield: 90.0%. Reaction SMILES: COC1C=C(C(Cl)=O)C=CC=1.[CH3:12][O:13][C:14]1[CH:15]=[C:16]2[C:21](=[CH:22][C:23]=1[O:24][CH3:25])[N:20]=[CH:19][CH:18]=[C:17]2[O:26][C:27]1[CH:33]=[CH:32][C:30]([NH2:31])=[CH:29][C:28]=1[F:34].[CH3:35][O:36][C:37]1[CH:38]=[C:39]([C:43]([N:45]=[C:46]=[S:47])=[O:44])[CH:40]=[CH:41][CH:42]=1>C1(C)C=CC=CC=1.C(O)C>[CH3:35][O:36][C:37]1[CH:38]=[C:39]([C:43]([N:45]=[C:46]=[S:47])=[O:44])[CH:40]=[CH:41][CH:42]=1.[CH3:12][O:13][C:14]1[CH:15]=[C:16]2[C:21](=[CH:22][C:23]=1[O:24][CH3:25])[N:20]=[CH:19][CH:18]=[C:17]2[O:26][C:27]1[CH:33]=[CH:32][C:30]([NH:31][C:46]([NH:45][C:43](=[O:44])[C:39]2[CH:40]=[CH:41][CH:42]=[C:37]([O:36][CH3:35])[CH:38]=2)=[S:47])=[CH:29][C:28]=1[F:34]. Reported procedure: 3-Methoxy-1-benzenecarbonyl isothiocyanate was prepared using commercially available 3-methoxy-1-benzenecarbonyl chloride (80 mg) as a starting compound according to the description of the literature. 4-[(6,7-Dimethoxy-4-quinolyl)oxy]-3-fluoroaniline (50 mg) was dissolved in toluene (5 ml) and ethanol (1 ml) to prepare a solution. A solution of 3-methoxy-1-benzenecarbonyl isothiocyanate in ethanol (1 ml) was then added to the solution, and the mixture was stirred at room temperature for 2 hr. Th... Isolated yield 42.8%. Reported procedure: Ammonia (300 mL) was condensed in a flask containing 8-Acetamido-2-methoxynaphthalene (24.5 g, 115 mmol), t-butyl alcohol (34 g, 0.46 mol) and THF (300 mL). Sodium (8 g, 0.35 mol) was added in portions and the mixture was stirred for 3 h and allowed to warm to room temperature. The mixture was poured onto ice and saturated sodium chloride, and then extracted with THF (3×). The combined organic layers were washed with saturated sodium chloride, dried over magnesium sulfate, filtered and evaporate... The solvent is C1CCOC1 (THF), C(C)(=O)O (acetic acid). The reactants are C(C)(=O)NC=1C=CC=C2C=CC(=CC12)OC (8-Acetamido-2-methoxynaphthalene), C(C)(C)(C)O (t-butyl alcohol), N (Ammonia), [Na] (Sodium), [Cl-].[Na+] (sodium chloride). Reaction SMILES: N.[C:2]([NH:5][C:6]1[CH:7]=[CH:8][CH:9]=[C:10]2[C:15]=1[CH:14]=[C:13]([O:16]C)[CH:12]=[CH:11]2)(=[O:4])[CH3:3].C(O)(C)(C)C.[Na].[Cl-].[Na+]>C(O)(=O)C.C1COCC1>[C:2]([NH:5][C:6]1[CH:7]=[CH:8][CH:9]=[C:10]2[C:15]=1[CH2:14][C:13](=[O:16])[CH2:12][CH2:11]2)(=[O:4])[CH3:3] |f:4.5,^1:22|. Yields the product C(C)(=O)NC=1C=CC=C2CCC(CC12)=O (8-Acetamido-2-tetralone). Reaction conditions: time 3 hour.